From a dataset of the Open Reaction Database (ORD), a public repository of structured organic reaction records. describe an organic reaction: reactants, conditions, products, and yield The reactants are CO, Cc1ccc([N+](=O)[O-])cc1N1CCCC1. The product is Cc1ccc(N)cc1N1CCCC1. As a reaction SMILES: [CH3:16][OH:17].[CH3:1][c:2]1[c:3]([N:11]2[CH2:12][CH2:13][CH2:14][CH2:15]2)[cH:4][c:5]([N+:8]([O-:9])=[O:10])[cH:6][cH:7]1>>[CH3:1][c:2]1[c:3]([N:11]2[CH2:12][CH2:13][CH2:14][CH2:15]2)[cH:4][c:5]([NH2:8])[cH:6][cH:7]1. Reactants: N1(C=CC=C1)C1=CC=C(C(=O)O)C=C1 (4-(1H-pyrrol-1-yl)benzoic acid), CCN=C=NCCCN(C)C.Cl (EDCI.HCl), C=1C=CC2=C(C1)N=NN2O (HOBt), Cl.Cl.N1CCC(CC1)NC1=CC=C(C=N1)/C=C/C(=O)OCC (ethyl (2E)-3-[6-(4-piperidylamino)-3-pyridyl]acrylate dihydrochloride). The solvent is CCOC(=O)C (AcOEt), O (water), CCN(CC)CC (Et3N), CN(C)C=O (DMF). Run at temperature 23 celsius, time 8 hour. Product: N1(C=CC=C1)C1=CC=C(C(=O)N2CCC(CC2)NC2=CC=C(C=N2)/C=C/C(=O)OCC)C=C1 (ethyl (2E)-3-[6-({1-[4-(1H-pyrrol-1-yl)benzoyl]-4-piperidyl}amino)-3-pyridyl]acrylate). Isolated yield 107.5%. Reaction SMILES: Cl.Cl.[NH:3]1[CH2:8][CH2:7][CH:6]([NH:9][C:10]2[N:15]=[CH:14][C:13](/[CH:16]=[CH:17]/[C:18]([O:20][CH2:21][CH3:22])=[O:19])=[CH:12][CH:11]=2)[CH2:5][CH2:4]1.[N:23]1([C:28]2[CH:36]=[CH:35][C:31]([C:32](O)=[O:33])=[CH:30][CH:29]=2)[CH:27]=[CH:26][CH:25]=[CH:24]1.CCN=C=NCCCN(C)C.Cl.C1C=CC2N(O)N=NC=2C=1>CN(C=O)C.CCOC(C)=O.O.CCN(CC)CC>[N:23]1([C:28]2[CH:36]=[CH:35][C:31]([C:32]([N:3]3[CH2:8][CH2:7][CH:6]([NH:9][C:10]4[N:15]=[CH:14][C:13](/[CH:16]=[CH:17]/[C:18]([O:20][CH2:21][CH3:22])=[O:19])=[CH:12][CH:11]=4)[CH2:5][CH2:4]3)=[O:33])=[CH:30][CH:29]=2)[CH:27]=[CH:26][CH:25]=[CH:24]1 |f:0.1.2,4.5|. Procedure: To a suspension of ethyl (2E)-3-[6-(4-piperidylamino)-3-pyridyl]acrylate dihydrochloride (500 mg) in DMF (5 ml) was added 4-(1H-pyrrol-1-yl)benzoic acid (309 mg), EDCI.HCl (317 mg), HOBt (223 mg), Et3N(0.63 ml), the mixture was stirred at 23° C. for 8 hours. The mixed solution was poured into a mixture of water (20 ml) and AcOEt (20 ml). The organic layer was separated, washed with water twice and brine, dried-over sodium sulfate and concentrated in vacuo. The residue was purified by silica gel ... The reactants are Cl (HCl), N1=CC=C(C=C1)C=1N=C(SC1)[C@@H]1N(CCC1)C(=O)OC(C)(C)C ((R)-tert-butyl 2-(4-(pyridin-4-yl)thiazol-2-yl)pyrrolidine-1-carboxylate). The solvent is O1CCOCC1 (dioxane), C(Cl)Cl (CH2Cl2). Conditions: time 2 hour. The product is N1=CC=C(C=C1)C=1N=C(SC1)[C@@H]1NCCC1 ((R)-4-(pyridin-4-yl)-2-(pyrrolidin-2-yl)thiazole), Cl (HCl). As a reaction SMILES: [N:1]1[CH:6]=[CH:5][C:4]([C:7]2[N:8]=[C:9]([C@H:12]3[CH2:16][CH2:15][CH2:14][N:13]3C(OC(C)(C)C)=O)[S:10][CH:11]=2)=[CH:3][CH:2]=1.[ClH:24]>C(Cl)Cl.O1CCOCC1>[N:1]1[CH:2]=[CH:3][C:4]([C:7]2[N:8]=[C:9]([C@H:12]3[CH2:16][CH2:15][CH2:14][NH:13]3)[S:10][CH:11]=2)=[CH:5][CH:6]=1.[ClH:24]. Procedure details: A 31-mg aliquot of crude product from Step 2 was dissolved in CH2Cl2 (3 mL) and 4 M HCl in dioxane (1 mL) was added. The mixture was stirred at rt for 2 h and concentrated to leave (R)-4-(pyridin-4-yl)-2-(pyrrolidin-2-yl)thiazole as its HCl salt (35 mg). LC-MS Method 1 tR=0.40 min, m/z=232. The product is ClCCN1CCC2=C(CC1)C=C1C(=C2)OC(=N1)C (7-(2-Chloroethyl)-2-methyl-6,7,8,9-tetrahydro-5H-[1,3]oxazolo[4,5-h][3]benzazepine). Yield: 36.0%. As a reaction SMILES: [CH3:1][C:2]1[O:3][C:4]2[C:14]([N:15]=1)=[CH:13][C:7]1[CH2:8][CH2:9][NH:10][CH2:11][CH2:12][C:6]=1[CH:5]=2.[Cl:16][CH2:17][CH:18]=O.[BH-](OC(C)=O)(OC(C)=O)OC(C)=O.[Na+]>COCCOC>[Cl:16][CH2:17][CH2:18][N:10]1[CH2:9][CH2:8][C:7]2[CH:13]=[C:14]3[N:15]=[C:2]([CH3:1])[O:3][C:4]3=[CH:5][C:6]=2[CH2:12][CH2:11]1 |f:2.3|. Run in COCCOC (DME). Starting materials: CC=1OC2=CC3=C(CCNCC3)C=C2N1 (2-methyl-6,7,8,9-tetrahydro-5H-[1,3]oxazolo[4,5-h][3]benzazepine), ClCC=O (chloroacetaldehyde), [BH-](OC(=O)C)(OC(=O)C)OC(=O)C.[Na+] (NaBH(OAc)3). Procedure: A mixture 2-methyl-6,7,8,9-tetrahydro-5H-[1,3]oxazolo[4,5-h][3]benzazepine (1 mmol), chloroacetaldehyde (2 mmol), NaBH(OAc)3 (2 mmol) in dry DME (10 ml) was stirred at room temperature for 3 h. The mixture was partitioned between aqueous Na2CO3 (0.5 M) and DCM. The organic layer was collected and the aqueous phase extracted twice with DCM. The combined DCM layers were concentrated and submitted to column chromatography (EtOAc—acetone gradient) to provide the title compound (36% yield). Starting materials: Cl (HCl), C1=CC(=CC=C1/C=C/2\[C@H]([C@@H](C3=C(C=C(C=C23)O)O)C4=CC=C(C=C4)O)C5=CC(=CC(=C5)O)O)O (Ampelopsin D), resultant mixture. Run in CO (MeOH). The product is C1=CC(=CC=C1CC2=C([C@H](C3=C(C=C(C=C23)O)O)C4=CC(=CC(=C4)O)O)C5=CC=C(C=C5)O)O (Isoampelopsin D). Yield: 19.2%. As a reaction SMILES: Cl.[CH:2]1[C:7](/[CH:8]=[C:9]2\[C@@H:10](C3C=C(O)C=C(O)C=3)[C@H:11](C3C=CC(O)=CC=3)[C:12]3[C:17]\2=[CH:16][C:15]([OH:18])=[CH:14][C:13]=3[OH:19])=[CH:6][CH:5]=[C:4]([OH:35])[CH:3]=1>CO>[CH:6]1[C:7]([CH2:8][C:9]2[C:17]3[C:12](=[C:13]([OH:19])[CH:14]=[C:15]([OH:18])[CH:16]=3)[C@H:11]([C:17]3[CH:16]=[C:15]([OH:18])[CH:14]=[C:13]([OH:19])[CH:12]=3)[C:10]=2[C:7]2[CH:2]=[CH:3][C:4]([OH:35])=[CH:5][CH:6]=2)=[CH:2][CH:3]=[C:4]([OH:35])[CH:5]=1. Procedure: Concentrated HCl (50 mL, 0.600 mmol, 5.5 equiv.) was added to a solution of ampelopsin D (2, 5.0 mg, 0.110 mmol, 1.0 equiv) in MeOH (0.5 mL) at 25° C., and the resultant mixture was stirred at 80° C. for 12 h. Upon completion, the reaction mixture was quenched with water (3 mL) and extracted with EtOAc (3×10 mL). The combined organic layers were then washed with water (5 mL) and brine (5 mL), dried (MgSO4), and concentrated. The resulted light yellow product was purified by flash column chromato... The product is NC1=CC=C2C(=CC(NC2=N1)=O)O (7-amino-4-hydroxy-8-azaquinolone). Solvent: C1(=CC=CC=C1)OC1=CC=CC=C1 (diphenyl ether). Starting materials: NC1=NC(=CC=C1)N (2,6-Diaminopyridine), C(CC(=O)OCC)(=O)OCC (diethyl malonate). Reported procedure: The procedure used was a modification of that by Lappin et al. [G. A. Lappin, Q. R. Petersen and C. E. Wheeler, J. Org. Chem. 15, 377 (1950)]. 2,6-Diaminopyridine (10.9 g, 0.1 mole) and 16.0 g (0.1 mole) of diethyl malonate in 250 ml of diphenyl ether were heated with stirring under an air condenser at 170°-180° for 1 hr. Then the temperature was slowly increased to 245°. The total heating time from room temperature to final temperature was 4.5 hr. Off-white solid began to separate soon after 18... Run at time 1 hour. Reaction SMILES: [NH2:1][C:2]1[CH:7]=[CH:6][CH:5]=[C:4]([NH2:8])[N:3]=1.[C:9](OCC)(=[O:16])[CH2:10][C:11](OCC)=[O:12]>C1(OC2C=CC=CC=2)C=CC=CC=1>[NH2:8][C:4]1[N:3]=[C:2]2[C:7]([C:9]([OH:16])=[CH:10][C:11](=[O:12])[NH:1]2)=[CH:6][CH:5]=1.